This data is from the Open Reaction Database (ORD), a public repository of structured organic reaction records. The task is: describe an organic reaction: reactants, conditions, products, and yield Starting materials: CCCC(CO)CCC, O, BrP(Br)Br. Product: CCCC(CBr)CCC. Reaction SMILES: [CH2:5]([CH2:6][CH3:7])[CH:8]([CH2:9][OH:10])[CH2:11][CH2:12][CH3:13].[OH2:14].[P:1]([Br:2])([Br:3])[Br:4]>>[Br:2][CH2:9][CH:8]([CH2:5][CH2:6][CH3:7])[CH2:11][CH2:12][CH3:13]. The reactants are CC1(CCSC2=CC=C(C=C12)C#C)C (4,4-dimethyl-6-ethynylthiochroman), BrC1=CC=C(O1)C(=O)OCC (ethyl 5-bromo-2-furate). Yields the product C(C)OC(=O)C=1OC(=CC1)C#CC=1C=C2C(CCSC2=CC1)(C)C (Ethyl-5-(2-(4,4-dimethylthiochroman-6-yl)ethynyl)-2-furoate). As a reaction SMILES: [CH3:1][C:2]1([CH3:14])[C:11]2[C:6](=[CH:7][CH:8]=[C:9]([C:12]#[CH:13])[CH:10]=2)[S:5][CH2:4][CH2:3]1.Br[C:16]1[O:20][C:19]([C:21]([O:23][CH2:24][CH3:25])=[O:22])=[CH:18][CH:17]=1>>[CH2:24]([O:23][C:21]([C:19]1[O:20][C:16]([C:13]#[C:12][C:9]2[CH:10]=[C:11]3[C:6](=[CH:7][CH:8]=2)[S:5][CH2:4][CH2:3][C:2]3([CH3:14])[CH3:1])=[CH:17][CH:18]=1)=[O:22])[CH3:25]. Procedure details: Again using the general procedure of Example 11, but using instead 4,4-dimethyl-6-ethynylthiochroman and ethyl 5-bromo-2-furate, the title compound was synthesized. Starting materials: CC(=O)Oc1c(C(C)(C)C)cc(CCCO)cc1C(C)(C)C, CCCC[N+](CCCC)(CCCC)CCCC, Cc1ccccc1, Cl, [Na+], [OH-], O=S(=O)([O-])O, ClCc1cccnc1. Product: CC(=O)Oc1c(C(C)(C)C)cc(CCCOCc2cccnc2)cc1C(C)(C)C. Reaction SMILES: [C:1]([CH3:2])(=[O:3])[O:4][c:5]1[c:6]([C:19]([CH3:20])([CH3:21])[CH3:22])[cH:7][c:8]([CH2:15][CH2:16][CH2:17][OH:18])[cH:9][c:10]1[C:11]([CH3:12])([CH3:13])[CH3:14].[CH2:39]([N+:40]([CH2:41][CH2:42][CH2:43][CH3:44])([CH2:45][CH2:46][CH2:47][CH3:48])[CH2:49][CH2:50][CH2:51][CH3:52])[CH2:53][CH2:54][CH3:55].[CH3:56][c:57]1[cH:58][cH:59][cH:60][cH:61][cH:62]1.[ClH:23].[Na+:33].[OH-:32].[S:34]([O-:35])([OH:36])(=[O:37])=[O:38].[cH:24]1[c:25]([CH2:30][Cl:31])[cH:26][cH:27][cH:28][n:29]1>>[C:1]([CH3:2])(=[O:3])[O:4][c:5]1[c:6]([C:19]([CH3:20])([CH3:21])[CH3:22])[cH:7][c:8]([CH2:15][CH2:16][CH2:17][O:18][CH2:30][c:25]2[cH:24][n:29][cH:28][cH:27][cH:26]2)[cH:9][c:10]1[C:11]([CH3:12])([CH3:13])[CH3:14]. Starting materials: C1=CC=CC=2SC3=C(C21)C2=CC(C=CC2=C3)=O (Benzo[b]indeno[1,2-d]thiophen-9-one), S1C2=C(C=C1B(O)O)C=CC=C2 (2-benzo[b]thiopheneboronic acid), IC1=C(C(=O)O)C=CC=C1 (2-iodobenzoic acid). Yields the product CC=1C=CC=2C(C3=CC=CC=C3C2C1)=O (3-Methyl-9-fluorenone). As a reaction SMILES: [CH:1]1[C:9]2[C:8]3C4C(=CC=3S[C:5]=2[CH:4]=[CH:3][CH:2]=1)C=CC(=O)C=4.S1C(B(O)O)=CC2C=CC=CC1=2.I[C:31]1[CH:39]=[CH:38][CH:37]=[CH:36][C:32]=1[C:33](O)=[O:34]>>[CH3:8][C:9]1[CH:5]=[CH:4][C:3]2[C:33](=[O:34])[C:32]3[C:31]([C:2]=2[CH:1]=1)=[CH:39][CH:38]=[CH:37][CH:36]=3. Reported procedure: Benzo[b]indeno[1,2-d]thiophen-9-one: from 2-benzo[b]thiopheneboronic acid and 2-iodobenzoic acid following method A. The solvent is CC(=O)C (acetone). Starting materials: ClC1=NC2=CC=CC=C2N=C1C(=O)OCC (2-Chloro-3-quinoxalinecarboxylic acid, ethyl ester), CNC(=S)NC (N,N'-dimethylthiourea), C(C)(=O)O (acetic acid). Reported procedure: 2-Chloro-3-quinoxalinecarboxylic acid, ethyl ester (4.733 g., 0.02 mole) and 2.084 g., (0.02 mole) of N,N'-dimethylthiourea were dissolved in a solution of 10 ml. of acetic acid and 90 ml. of acetone. The mixture was heated at reflux for 1 hour, cooled in an icebath and filtered. The residue was washed with acetone, triturated with two portions of acetonitrile, washed with ether, and dried to give 4.70 g. of the product, m.p. 162°-163.5° (dec.) As a reaction SMILES: [Cl:1][C:2]1[C:11]([C:12]([O:14][CH2:15][CH3:16])=[O:13])=[N:10][C:9]2[C:4](=[CH:5][CH:6]=[CH:7][CH:8]=2)[N:3]=1.[CH3:17][NH:18][C:19]([NH:21][CH3:22])=[S:20].C(O)(=O)C>CC(C)=O>[ClH:1].[CH2:15]([O:14][C:12]([C:11]1[C:2]([S:20][CH:19]([NH:21][CH3:22])[NH:18][CH3:17])=[N:3][C:4]2[C:9]([N:10]=1)=[CH:8][CH:7]=[CH:6][CH:5]=2)=[O:13])[CH3:16] |f:4.5|. Product: Cl.C(C)OC(=O)C=1C(=NC2=CC=CC=C2N1)SC(NC)NC ((Methylamino(methylamino)methylthio]-3-quinoxalinecarboxylic acid ethyl ester, hydrochloride). Yields the product C(CCC)C1=NN=C(N1CC1=CC=C(C=C1)OC(C1=CC=CC=C1)C(=O)O)S(=O)CC1=CC=C(C=C1)[N+](=O)[O-] (3-Butyl-4-[[4-[1-carboxy-1-phenylmethoxy]phenyl]methyl]-5-(4-nitrobenzylsulfinyl) -4H-1,2,4-triazole). Reaction conditions: time 30 minute. Run in C(Cl)Cl (CH2Cl2). Starting materials: C(CCC)C1=NN=C(N1CC1=CC=C(C=C1)OC(C1=CC=CC=C1)C(=O)OC)SCC1=CC=C(C=C1)[N+](=O)[O-] (3-Butyl-4-[[4-[1-(carbomethoxy)-1-phenylmethoxy]phenyl]methyl]-5-(4-nitrobenzylthio)-4H-1,2,4-triazole), ClC=1C=C(C(=O)OO)C=CC1 (m-chloroperoxybenzoic acid). RXN SMILES: [CH2:1]([C:5]1[N:9]([CH2:10][C:11]2[CH:16]=[CH:15][C:14]([O:17][CH:18]([C:25]([O:27]C)=[O:26])[C:19]3[CH:24]=[CH:23][CH:22]=[CH:21][CH:20]=3)=[CH:13][CH:12]=2)[C:8]([S:29][CH2:30][C:31]2[CH:36]=[CH:35][C:34]([N+:37]([O-:39])=[O:38])=[CH:33][CH:32]=2)=[N:7][N:6]=1)[CH2:2][CH2:3][CH3:4].ClC1C=C(C=CC=1)C(OO)=[O:45]>C(Cl)Cl>[CH2:1]([C:5]1[N:9]([CH2:10][C:11]2[CH:16]=[CH:15][C:14]([O:17][CH:18]([C:25]([OH:27])=[O:26])[C:19]3[CH:24]=[CH:23][CH:22]=[CH:21][CH:20]=3)=[CH:13][CH:12]=2)[C:8]([S:29]([CH2:30][C:31]2[CH:36]=[CH:35][C:34]([N+:37]([O-:39])=[O:38])=[CH:33][CH:32]=2)=[O:45])=[N:7][N:6]=1)[CH2:2][CH2:3][CH3:4]. Procedure: A solution of 3-butyl-4-[[4-[1-(carbomethoxy)-1-phenylmethoxy]phenyl]methyl]-5-(4-nitrobenzylthio)-4H-1,2,4-triazole (from Example 1, Step F) in dry CH2Cl2 is treated with m-chloroperoxybenzoic acid (1 equivalent), and the resulting mixture is stirred at room temperature for about 30 minutes or until TLC indicates complete reaction. At this point the mixture is partitioned between ethyl acetate and saturated NaHCO3 solution. The organic phase is washed repeatedly with saturated NaHCO3, then drie... Starting materials: C, CO, COC(=O)c1cc(Oc2ccc([N+](=O)[O-])c(F)c2)ccn1, [Pd]. Product: COC(=O)c1cc(Oc2ccc(N)c(F)c2)ccn1. As a reaction SMILES: [C:24].[CH3:22][OH:23].[F:1][c:2]1[cH:3][c:4]([O:5][c:6]2[cH:7][c:8]([C:12](=[O:13])[O:14][CH3:15])[n:9][cH:10][cH:11]2)[cH:16][cH:17][c:18]1[N+:19]([O-:20])=[O:21].[Pd:25]>>[F:1][c:2]1[cH:3][c:4]([O:5][c:6]2[cH:7][c:8]([C:12](=[O:13])[O:14][CH3:15])[n:9][cH:10][cH:11]2)[cH:16][cH:17][c:18]1[NH2:19]. Starting materials: IC (iodomethane), C([O-])([O-])=O.[K+].[K+] (potassium carbonate), BrC1=CC2=C(NC(N(C2=O)CCC)=S)N=C1 (6-bromo-2,3-dihydro-3-propyl-2-thioxopyrido[2,3-d]pyrimidin-4(1H)-one), C(=O)(O)[O-].[Na+] (NaHCO3). Solvent: CN(C=O)C (dimethylformamide). Product: BrC1=CC2=C(N=C(N(C2=O)CCC)SC)N=C1 (6-bromo-2-(methylthio)-3-propylpyrido[2,3-d]pyrimidin-4(3H)-one). The yield is 75.2%. Reaction SMILES: IC.[C:3](=O)([O-])[O-].[K+].[K+].[Br:9][C:10]1[CH:24]=[N:23][C:13]2[NH:14][C:15](=[S:22])[N:16]([CH2:19][CH2:20][CH3:21])[C:17](=[O:18])[C:12]=2[CH:11]=1.C([O-])(O)=O.[Na+]>CN(C)C=O>[Br:9][C:10]1[CH:24]=[N:23][C:13]2[N:14]=[C:15]([S:22][CH3:3])[N:16]([CH2:19][CH2:20][CH3:21])[C:17](=[O:18])[C:12]=2[CH:11]=1 |f:1.2.3,5.6|. Procedure: A mixture of iodomethane (1.33 g, 0.58 mL), 8.7 g potassium carbonate and 1.88 g of the title compound of Step B was stirred at room temperature in 50 mL of dimethylformamide for 3 h. A 1 mL portion of saturated aqueous NaHCO3 was added and the reaction mixture was concentrated to dryness under reduced pressure. The resulting residue was partitioned between 200 mL each of methylene chloride and water, and the organic layer was removed. Further washing of the organic phase with water and saturate... Reactants: NCC1=C(CC=CC1)CC(=O)O (α-(2-aminomethyl-1,4-cyclohexadienyl)acetic acid), C(C)(C)(C)OC(=O)N=[N+]=[N-] (t-butoxycarbonylazide), [OH-].[Na+] (NaOH), O (water). Run in C1CCOC1 (THF). The product is C(C)(C)(C)OC(=O)NCC1=C(CC=CC1)CC(=O)O (α-[2-(t-Butoxycarbonylaminomethyl)-1,4-cyclohexadienyl]acetic acid). Reaction SMILES: [NH2:1][CH2:2][C:3]1[CH2:8][CH:7]=[CH:6][CH2:5][C:4]=1[CH2:9][C:10]([OH:12])=[O:11].[OH-].[Na+].O.[C:16]([O:20][C:21](N=[N+]=[N-])=[O:22])([CH3:19])([CH3:18])[CH3:17]>C1COCC1>[C:16]([O:20][C:21]([NH:1][CH2:2][C:3]1[CH2:8][CH:7]=[CH:6][CH2:5][C:4]=1[CH2:9][C:10]([OH:12])=[O:11])=[O:22])([CH3:19])([CH3:18])[CH3:17] |f:1.2|. Procedure: To a stirred solution of 8.0 g. (0.048 mole) of α-(2-aminomethyl-1,4-cyclohexadienyl)acetic acid and 3.8 g. (0.096 mole) of NaOH in 150 ml. of water was added a solution of 10.3 g. (0.072 mole) of t-butoxycarbonylazide in 80 ml. of THF and the mixture was stirred for 18 hours at room temperature. The THF was removed under reduced pressure and the residual solution was washed with ether (2×100 ml.), acidified with 6 N HC1 and extracted with ether (3×100 ml.). The combined extracts were washed wit...